Dataset: the Open Reaction Database (ORD), a public repository of structured organic reaction records. Task: describe an organic reaction: reactants, conditions, products, and yield The reactants are BrC1=CC=C(C=C1)C1=C(C(=NO1)C)C(COCC1=CC(=CC=C1)C(F)(F)F)O (1-[5-(4-bromo-phenyl)-3-methyl-isoxazol-4-yl]-2-(3-trifluoromethyl-benzyloxy)-ethanol), C(C)OC(CC1(CC1)C1=CC=C(C=C1)B1OC(C(O1)(C)C)(C)C)=O ({1-[4-(4,4,5,5-tetramethyl-[1,3,2]dioxaborolan-2-yl)-phenyl]-cyclopropyl}-acetic acid ethyl ester). The product is C(C)OC(CC1(CC1)C1=CC=C(C=C1)C1=CC=C(C=C1)C1=C(C(=NO1)C)C(COCC1=CC(=CC=C1)C(F)(F)F)O)=O ([1-(4′-{4-[1-Hydroxy-2-(3-trifluoromethyl-benzyloxy)-ethyl]-3-methyl-isoxazol-5-yl}-biphenyl-4-yl)-cyclopropyl]-acetic acid ethyl ester). RXN SMILES: Br[C:2]1[CH:7]=[CH:6][C:5]([C:8]2[O:12][N:11]=[C:10]([CH3:13])[C:9]=2[CH:14]([OH:28])[CH2:15][O:16][CH2:17][C:18]2[CH:23]=[CH:22][CH:21]=[C:20]([C:24]([F:27])([F:26])[F:25])[CH:19]=2)=[CH:4][CH:3]=1.[CH2:29]([O:31][C:32](=[O:52])[CH2:33][C:34]1([C:37]2[CH:42]=[CH:41][C:40](B3OC(C)(C)C(C)(C)O3)=[CH:39][CH:38]=2)[CH2:36][CH2:35]1)[CH3:30]>>[CH2:29]([O:31][C:32](=[O:52])[CH2:33][C:34]1([C:37]2[CH:42]=[CH:41][C:40]([C:2]3[CH:7]=[CH:6][C:5]([C:8]4[O:12][N:11]=[C:10]([CH3:13])[C:9]=4[CH:14]([OH:28])[CH2:15][O:16][CH2:17][C:18]4[CH:23]=[CH:22][CH:21]=[C:20]([C:24]([F:27])([F:26])[F:25])[CH:19]=4)=[CH:4][CH:3]=3)=[CH:39][CH:38]=2)[CH2:36][CH2:35]1)[CH3:30]. Procedure details: Prepared according to the procedure described in Example 1, Step 7, using 1-[5-(4-bromo-phenyl)-3-methyl-isoxazol-4-yl]-2-(3-trifluoromethyl-benzyloxy)-ethanol and {1-[4-(4,4,5,5-tetramethyl-[1,3,2]dioxaborolan-2-yl)-phenyl]-cyclopropyl}-acetic acid ethyl ester. The reactants are BrC=1C=C2C=CC(=CC2=CC1)O (6-bromo-2-naphthol), C12(CC3CC(CC(C1)C3)C2)O (1-adamantanol), mixture, ClCCl (dichloromethane), S(O)(O)(=O)=O (sulfuric acid). The solvent is CCCCCCC (heptane). Reaction conditions: time 48 hour. Yields the product C12(CC3CC(CC(C1)C3)C2)C=2C(=CC3=CC=C(C=C3C2)Br)O (3-(1-adamantyl)-6-bromo-2-naphthol). RXN SMILES: [Br:1][C:2]1[CH:3]=[C:4]2[C:9](=[CH:10][CH:11]=1)[CH:8]=[C:7]([OH:12])[CH:6]=[CH:5]2.[C:13]12(O)[CH2:22][CH:17]3[CH2:18][CH:19]([CH2:21][CH:15]([CH2:16]3)[CH2:14]1)[CH2:20]2.ClCCl.S(=O)(=O)(O)O>CCCCCCC>[C:13]12([C:6]3[C:7]([OH:12])=[CH:8][C:9]4[C:4]([CH:5]=3)=[CH:3][C:2]([Br:1])=[CH:11][CH:10]=4)[CH2:22][CH:17]3[CH2:18][CH:19]([CH2:21][CH:15]([CH2:16]3)[CH2:14]1)[CH2:20]2. Reported procedure: 56 g (0.25 mol) of 6-bromo-2-naphthol, 38.2 g (0.25 mol) of 1-adamantanol and 500 ml of a mixture of dichloromethane and heptane (40/60) were introduced into a round-bottomed flask. 15 ml of concentrated sulfuric acid were added and the reaction mixture was stirred at room temperature for 48 hours. The solid was filtered off, washed with heptane (3×100 ml) and dissolved in ethyl ether and the organic phase was washed with water, separated by settling, dried over magnesium sulfate and evaporated.... Starting materials: C(C1=CC=CC=C1)OC1=C(C(=O)NC2=C(C(=O)OC(C)(C)C)C=CC(=C2)C2=CC=CC=C2)C=C(C=C1)C=1OC=NN1 (tert-butyl 2-(2-(benzyloxy)-5-(1,3,4-oxadiazol-2-yl)benzamido)-4-phenylbenzoate). Reported procedure: To a solution mixture of the obtained tert-butyl 2-(2-(benzyloxy)-5-(1,3,4-oxadiazol-2-yl)benzamido)-4-phenylbenzoate (0.049 g) in ethyl acetate (1 mL) and methanol (1 mL), 10% palladium-carbon (25 mg) was added, followed by stirring under a hydrogen atmosphere at room temperature for 2 hours. Ethyl acetate was added to the reaction mixture, and the insoluble substance was removed by filtration. The solvent was evaporated under reduced pressure, and diisopropyl ether was added to the obtained re... The solvent is C(C)(=O)OCC (ethyl acetate), CO (methanol), C(C)(=O)OCC (Ethyl acetate). Reagents/catalysts: [C].[Pd] (palladium-carbon). Isolated yield 83.1%. RXN SMILES: C([O:8][C:9]1[CH:36]=[CH:35][C:34]([C:37]2[O:38][CH:39]=[N:40][N:41]=2)=[CH:33][C:10]=1[C:11]([NH:13][C:14]1[CH:26]=[C:25]([C:27]2[CH:32]=[CH:31][CH:30]=[CH:29][CH:28]=2)[CH:24]=[CH:23][C:15]=1[C:16]([O:18][C:19]([CH3:22])([CH3:21])[CH3:20])=[O:17])=[O:12])C1C=CC=CC=1>C(OCC)(=O)C.CO.[C].[Pd]>[OH:8][C:9]1[CH:36]=[CH:35][C:34]([C:37]2[O:38][CH:39]=[N:40][N:41]=2)=[CH:33][C:10]=1[C:11]([NH:13][C:14]1[CH:26]=[C:25]([C:27]2[CH:32]=[CH:31][CH:30]=[CH:29][CH:28]=2)[CH:24]=[CH:23][C:15]=1[C:16]([O:18][C:19]([CH3:22])([CH3:21])[CH3:20])=[O:17])=[O:12] |f:3.4|. The product is OC1=C(C(=O)NC2=C(C(=O)OC(C)(C)C)C=CC(=C2)C2=CC=CC=C2)C=C(C=C1)C=1OC=NN1 (tert-butyl 2-(2-hydroxy-5-(1,3,4-oxadiazol-2-yl)benzamido)-4-phenylbenzoate). Reaction conditions: time 2 hour. The reactants are NC1=NC=2C=C(C=NC2C2=C1N=C(N2CC(C)(O)C)COCC)Br (1-[4-amino-7-bromo-2-(ethoxymethyl)-1H-imidazo[4,5-c][1,5]naphthyridin-1-yl]-2-methylpropan-2-ol), BrC1=CN=C2C(=C(C=NC2=C1)[N+](=O)[O-])NCC(C)(C)NC(OC(C)(C)C)=O (tert-butyl 2-[(7-bromo-3-nitro[1,5]naphthyridin-4-yl)amino]-1,1-dimethylethylcarbamate). Solvent: C(C)#N (acetonitrile). Product: NC=1C=NC2=CC(=CN=C2C1NCC(C)(C)NC(OC(C)(C)C)=O)Br (tert-butyl 2-[(3-amino-7-bromo[1,5]naphthyridin-4-yl)amino]-1,1-dimethylethylcarbamate). Isolated yield 99.5%. Reaction SMILES: NC1C2N=C(COCC)N(CC(C)(O)C)C=2C2N=CC(Br)=CC=2N=1.[Br:25][C:26]1[CH:35]=[C:34]2[C:29]([C:30]([NH:39][CH2:40][C:41]([NH:44][C:45](=[O:51])[O:46][C:47]([CH3:50])([CH3:49])[CH3:48])([CH3:43])[CH3:42])=[C:31]([N+:36]([O-])=O)[CH:32]=[N:33]2)=[N:28][CH:27]=1>C(#N)C>[NH2:36][C:31]1[CH:32]=[N:33][C:34]2[C:29]([C:30]=1[NH:39][CH2:40][C:41]([NH:44][C:45](=[O:51])[O:46][C:47]([CH3:50])([CH3:49])[CH3:48])([CH3:43])[CH3:42])=[N:28][CH:27]=[C:26]([Br:25])[CH:35]=2. Procedure details: A modification of the method described in Part B of the preparation of 1-[4-amino-7-bromo-2-(ethoxymethyl)-1H-imidazo[4,5-c][1,5]naphthyridin-1-yl]-2-methylpropan-2-ol was used to reduce tert-butyl 2-[(7-bromo-3-nitro[1,5]naphthyridin-4-yl)amino]-1,1-dimethylethylcarbamate (138.0 g, 313.4 mmol). The reaction was placed under hydrogen pressure for 5.5 hours. The reaction yielded 128 g of tert-butyl 2-[(3-amino-7-bromo[1,5]naphthyridin-4-yl)amino]-1,1-dimethylethylcarbamate containing some acetoni... Starting materials: COC1=NC2=CC=CC=C2N=C1NC(OC1=CC=CC=C1)=O (Phenyl N-(2-methoxyquinoxalin-3-yl)carbamate), COC=1C=C(C=C(C1)OC)N1CCNCC1 (1-(3,5-dimethoxy-phenyl)piperazine). Product: COC1=NC2=CC=CC=C2N=C1NC(=O)N1CCN(CC1)C1=CC(=CC(=C1)OC)OC (1-[(2-Methoxyquinoxalin-3-yl)aminocarbonyl]-4-(3,5-dimethoxyphenyl)piperazine). The yield is 81.2%. RXN SMILES: [CH3:1][O:2][C:3]1[C:12]([NH:13][C:14](=[O:22])OC2C=CC=CC=2)=[N:11][C:10]2[C:5](=[CH:6][CH:7]=[CH:8][CH:9]=2)[N:4]=1.[CH3:23][O:24][C:25]1[CH:26]=[C:27]([N:33]2[CH2:38][CH2:37][NH:36][CH2:35][CH2:34]2)[CH:28]=[C:29]([O:31][CH3:32])[CH:30]=1>>[CH3:1][O:2][C:3]1[C:12]([NH:13][C:14]([N:36]2[CH2:35][CH2:34][N:33]([C:27]3[CH:26]=[C:25]([O:24][CH3:23])[CH:30]=[C:29]([O:31][CH3:32])[CH:28]=3)[CH2:38][CH2:37]2)=[O:22])=[N:11][C:10]2[C:5](=[CH:6][CH:7]=[CH:8][CH:9]=2)[N:4]=1. Reported procedure: Phenyl N-(2-methoxyquinoxalin-3-yl)carbamate and 1-(3,5-dimethoxy-phenyl)piperazine were reacted by the same way with the example 36 to obtain the titled compound. Starting materials: CO, CCOC(=O)C(C)CC(F)(F)F, [Li+], C1CCOC1, [OH-], O, O. Product: CC(CC(F)(F)F)C(=O)O. Reaction SMILES: [CH3:16][OH:17].[F:1][C:2]([CH2:3][CH:4]([C:5](=[O:6])[O:7][CH2:8][CH3:9])[CH3:10])([F:11])[F:12].[Li+:15].[O:18]1[CH2:19][CH2:20][CH2:21][CH2:22]1.[OH-:14].[OH2:13].[OH2:23]>>[F:1][C:2]([CH2:3][CH:4]([C:5](=[O:6])[OH:7])[CH3:10])([F:11])[F:12]. Reactants: ( XVII ), C(CC)O (n-propanol), O1C(=CC=C1)CCCCC(=O)OC (methyl δ-(2-furyl)valerate), O1C(=CC=C1)CCCC(=O)OC(C)C (isopropyl γ-(2-furyl)butyrate), 2,5-dihydro-2,5-di-n-propoxy-2-(3'-carbo-isopropoxypropyl)furan. Run in C(C)O (ethanol), [PH4+] (phosphonium), furans. Yields the product C(C)OC1(OC(C=C1)OCC)CCCCC(=O)OC (2,5-dihydro-2,5-diethoxy-2-(4'-carbomethoxybutyl)furan). RXN SMILES: [O:1]1C=C[CH:3]=[C:2]1CCCC(OC(C)C)=O.[O:15]1[CH:19]=[CH:18][CH:17]=[C:16]1[CH2:20][CH2:21][CH2:22][CH2:23][C:24]([O:26][CH3:27])=[O:25].[CH2:28]([OH:31])[CH2:29]C>[PH4+].C(O)C>[CH2:2]([O:1][C:16]1([CH2:20][CH2:21][CH2:22][CH2:23][C:24]([O:26][CH3:27])=[O:25])[CH:17]=[CH:18][CH:19]([O:31][CH2:28][CH3:29])[O:15]1)[CH3:3]. Procedure: Adaption of the above-described procedures to the preparation of the other compounds of this invention essentially involves the lengthening or shortening of, or the introduction of one or two lower alkyl groups into, the side-chains in furans (I) or (XVII) or in phosphonium derivative (III). These adaptations can be accomplished by procedures well-known to the art. For example, isopropyl γ-(2-furyl)butyrate provides 2,5-dihydro-2,5-di-n-propoxy-2-(3'-carbo-isopropoxypropyl)furan in n-propanol wh... Reactants: C([O-])([O-])=O.[K+].[K+] (potassium carbonate), IC (iodomethane), ice water, C(C)(C)(C)OC(=O)N[C@@H](CC1=CN(C2=CC=CC=C12)C=O)C(=O)O (Nα-tert-butoxycarbonyl-1-formyl-L-tryptophan). Solvent: CN(C)C=O (DMF), CN(C)C=O (DMF), CN(C)C=O (DMF). Conditions: time 1 hour. Product: C(C)(C)(C)OC(=O)N[C@@H](CC1=CN(C2=CC=CC=C12)C=O)C(=O)OC (Methyl Nα-tert-Butoxycarbonyl-1-Formyl-L-Tryptophanate). The yield is 86.4%. Reaction SMILES: [C:1](=O)([O-])[O-].[K+].[K+].[C:7]([O:11][C:12]([NH:14][C@H:15]([C:28]([OH:30])=[O:29])[CH2:16][C:17]1[C:25]2[C:20](=[CH:21][CH:22]=[CH:23][CH:24]=2)[N:19]([CH:26]=[O:27])[CH:18]=1)=[O:13])([CH3:10])([CH3:9])[CH3:8].IC>CN(C=O)C>[C:7]([O:11][C:12]([NH:14][C@H:15]([C:28]([O:30][CH3:1])=[O:29])[CH2:16][C:17]1[C:25]2[C:20](=[CH:21][CH:22]=[CH:23][CH:24]=2)[N:19]([CH:26]=[O:27])[CH:18]=1)=[O:13])([CH3:10])([CH3:8])[CH3:9] |f:0.1.2|. Procedure details: To DMF (50 mL) suspension of potassium carbonate (6.2 g) was added dropwise DMF (70 mL) solution of Nα-tert-butoxycarbonyl-1-formyl-L-tryptophan (10.0 g) at 0° C., and the mixture was stirred for 1 hour at room temperature. Next, DMF (25 mL) solution of iodomethane (2.8 mL) was added dropwise at 0° C., and the mixture was stirred for 20 hours at room temperature. The reaction mixture was poured into ice water and extracted with ethyl acetate. The organic layer was dried over anhydrous sodium sul... The reactants are Cl.ClC1=NC=NC2=CC(=C(C=C12)OC)OC (4-Chloro-6,7-dimethoxyquinazoline hydrochloride), FC1=C(N)C=C(C(=C1)F)O (2,4-difluoro-5-hydroxyaniline). Solvent: C(C)(C)O (isopropanol). Yields the product Cl.FC1=C(NC2=NC=NC3=CC(=C(C=C23)OC)OC)C=C(C(=C1)F)O (4-(2,4-difluoro-5-hydroxyanilino)-6,7-dimethoxyquinazoline hydrochloride). Isolated yield 75.1%. Reaction SMILES: Cl.[Cl:2][C:3]1[C:12]2[C:7](=[CH:8][C:9]([O:15][CH3:16])=[C:10]([O:13][CH3:14])[CH:11]=2)[N:6]=[CH:5][N:4]=1.[F:17][C:18]1[CH:24]=[C:23]([F:25])[C:22]([OH:26])=[CH:21][C:19]=1[NH2:20]>C(O)(C)C>[ClH:2].[F:17][C:18]1[CH:24]=[C:23]([F:25])[C:22]([OH:26])=[CH:21][C:19]=1[NH:20][C:3]1[C:12]2[C:7](=[CH:8][C:9]([O:15][CH3:16])=[C:10]([O:13][CH3:14])[CH:11]=2)[N:6]=[CH:5][N:4]=1 |f:0.1,4.5|. Procedure: 4-Chloro-6,7-dimethoxyquinazoline hydrochloride (300 mg, 1.15 mmol), (prepared as described for the starting material in Example 1 but without the aqueous work up), and 2,4-difluoro-5-hydroxyaniline (184 mg, 0.90 mmol) in isopropanol (10 ml) were heated at reflux for 2 hours. The reaction mixture was then allowed to cool, the precipitated product collected by filtration, washed with isopropanol and dried to give 4-(2,4-difluoro-5-hydroxyanilino)-6,7-dimethoxyquinazoline hydrochloride (250 mg, 65...